This data is from the Open Reaction Database (ORD), a public repository of structured organic reaction records. The task is: describe an organic reaction: reactants, conditions, products, and yield The reactants are O (water), C(#N)C1=CC=NC=C1 (4-cyanopyridine), O.NN (hydrazine monohydrate), raw material, C1(=CC=CC=C1)C (toluene). Conditions: temperature 50 celsius. Product: N1=CC=C(C=C1)C=1N=NC=CN1 (3-(4-pyridyl)-1,2,4-triazine). The yield is 85.2%. Reaction SMILES: O.[C:2]([C:4]1[CH:9]=[CH:8][N:7]=[CH:6][CH:5]=1)#[N:3].O.[NH2:11][NH2:12].[C:13]1([CH3:19])C=CC=CC=1>>[N:7]1[CH:8]=[CH:9][C:4]([C:2]2[N:11]=[N:12][CH:13]=[CH:19][N:3]=2)=[CH:5][CH:6]=1 |f:2.3|. Reported procedure: In a 2000-ml four-necked flask were charged 200 ml of water, 200.0 g (1.92 mole) of 4-cyanopyridine and 192.0 g (3.84 mole) of hydrazine monohydrate. The mixture was reacted for 4 hours under stirring at 50° C. After confirmation of the disappearance of the raw material by HPLC analysis, 400 ml of toluene was added and excessive hydrazine monohydrate was distilled off. This operation was conducted again. To the residue were successively added 800 ml of water and 278.4 g (1.92 mole) of a 40% aque... Reactants: C=1(C(=CC=CC1)S(=O)(=O)O)C (toluensulfonic acid), BrCCCC1=CC=C(C=C1)C(O)C (p-(3-bromopropyl)-α-methylbenzenemethanol). The solvent is C1(=CC=CC=C1)C (toluene). Yields the product BrCCCC1=CC=C(C=C)C=C1 (p-(3-Bromopropyl)styrene). RXN SMILES: C1(C)C(S(O)(=O)=O)=CC=CC=1.[Br:12][CH2:13][CH2:14][CH2:15][C:16]1[CH:21]=[CH:20][C:19]([CH:22]([CH3:24])O)=[CH:18][CH:17]=1>C1(C)C=CC=CC=1>[Br:12][CH2:13][CH2:14][CH2:15][C:16]1[CH:17]=[CH:18][C:19]([CH:22]=[CH2:24])=[CH:20][CH:21]=1. Reported procedure: Also disclosed herein is a method of making 4-vinylbenzenepropanethiol. The method includes providing 1-bromo-3-phenylpropane, adding acetic anhydride and aluminum chloride, incubating the mixture at from about −20 to about 20 degrees Celsius for from about 1 hour to about 12 hours, isolating the resulting p-(3-bromopropyl)acetophenone, adding sodium borohydride to the p-(3-bromopropyl)acetophenone solution in methanol, incubating the mixture at about 0 degrees Celsius for about 2 hours, isolati... The reactants are O=C1N(C(N(C12CCC2)C2=CC=C(C=C2)CCCC=O)=S)C2=CC(=C(C#N)C=C2)C(F)(F)F (4-(8-Oxo-5-(4-(4-oxobutyl)phenyl)-6-thioxo-5,7-diazaspiro[3.4]octan-7-yl)-2-(trifluoromethyl)benzonitrile), C(CN)N (ethylene diamine), BrN1C(CCC1=O)=O (N-Bromosuccinimide). The solvent is ClCCl (dichloromethane). Conditions: temperature 0 celsius, time 30 minute. The product is N1C(=NCC1)CCCC1=CC=C(C=C1)N1C2(CCC2)C(N(C1=S)C1=CC(=C(C#N)C=C1)C(F)(F)F)=O (4-(5-(4-(3-(4,5-Dihydro-1H-imidazol-2-yl)propyl)phenyl)-8-oxo-6-thioxo-5,7-diaza-spiro[3.4]octan-7-yl)-2-(trifluoromethyl)benzonitrile). Yield: 39.1%. As a reaction SMILES: [O:1]=[C:2]1[C:6]2([CH2:9][CH2:8][CH2:7]2)[N:5]([C:10]2[CH:15]=[CH:14][C:13]([CH2:16][CH2:17][CH2:18][CH:19]=O)=[CH:12][CH:11]=2)[C:4](=[S:21])[N:3]1[C:22]1[CH:29]=[CH:28][C:25]([C:26]#[N:27])=[C:24]([C:30]([F:33])([F:32])[F:31])[CH:23]=1.[CH2:34]([NH2:37])[CH2:35][NH2:36].BrN1C(=O)CCC1=O>ClCCl>[NH:36]1[CH2:35][CH2:34][N:37]=[C:19]1[CH2:18][CH2:17][CH2:16][C:13]1[CH:12]=[CH:11][C:10]([N:5]2[C:4](=[S:21])[N:3]([C:22]3[CH:29]=[CH:28][C:25]([C:26]#[N:27])=[C:24]([C:30]([F:33])([F:32])[F:31])[CH:23]=3)[C:2](=[O:1])[C:6]32[CH2:7][CH2:8][CH2:9]3)=[CH:15][CH:14]=1. Procedure: The mixture of 4-(8-Oxo-5-(4-(4-oxobutyl)phenyl)-6-thioxo-5,7-diazaspiro[3.4]octan-7-yl)-2-(trifluoromethyl)benzonitrile (68) [ND-10] (15 mg, 0.03 mmol) and ethylene diamine (2 μL, 0.04 mmol) in dry dichloromethane (3 mL) was stirred at 0° C. for 30 min under argon. N-Bromosuccinimide (NBS, 6 mg, 0.04 mmol) was added to the mixture and the resulting solution was stirred overnight at 21° C. Reaction was quenched by the addition of saturated NaHCO3 solution. The mixture was extracted with dichloro...